This data is from the Open Reaction Database (ORD), a public repository of structured organic reaction records. The task is: describe an organic reaction: reactants, conditions, products, and yield Starting materials: NC(=O)c1cc(OCCNCc2ccccc2)ccc1O, CC(C)O, c1ccc(-c2cc3ccccc3[nH]2)c(OCC2CO2)c1. The product is NC(=O)c1cc(OCCN(Cc2ccccc2)CC(O)COc2ccccc2-c2cc3ccccc3[nH]2)ccc1O. As a reaction SMILES: [CH2:21]([c:22]1[cH:23][cH:24][cH:25][cH:26][cH:27]1)[NH:28][CH2:29][CH2:30][O:31][c:32]1[cH:33][cH:34][c:35]([OH:41])[c:36]([C:37](=[O:38])[NH2:39])[cH:40]1.[CH:42]([OH:43])([CH3:44])[CH3:45].[O:1]1[CH:2]([CH2:3][O:4][c:5]2[c:6](-[c:11]3[nH:12][c:13]4[cH:14][cH:15][cH:16][cH:17][c:18]4[cH:19]3)[cH:7][cH:8][cH:9][cH:10]2)[CH2:20]1>>[OH:1][CH:2]([CH2:3][O:4][c:5]1[c:6](-[c:11]2[nH:12][c:13]3[cH:14][cH:15][cH:16][cH:17][c:18]3[cH:19]2)[cH:7][cH:8][cH:9][cH:10]1)[CH2:20][N:28]([CH2:21][c:22]1[cH:23][cH:24][cH:25][cH:26][cH:27]1)[CH2:29][CH2:30][O:31][c:32]1[cH:33][cH:34][c:35]([OH:41])[c:36]([C:37](=[O:38])[NH2:39])[cH:40]1. The reactants are C(C)N1CC=2N(CC1)N=C(C2)[N+](=O)[O-] (5-ethyl-2-nitro-4,5,6,7-tetrahydro -pyrazolo[1,5-a]pyrazine). The reagents and catalysts are [Pd] (Pd/C). Run in CCO (EtOH). Run at time 8 hour. Product: C(C)N1CC=2N(CC1)N=C(C2)N (5-ethyl-4,5,6,7-tetrahydro-pyrazolo[1,5-a]pyrazin-2-ylamine). The yield is 97.0%. Reaction SMILES: [CH2:1]([N:3]1[CH2:8][CH2:7][N:6]2[N:9]=[C:10]([N+:12]([O-])=O)[CH:11]=[C:5]2[CH2:4]1)[CH3:2]>[Pd].CCO>[CH2:1]([N:3]1[CH2:8][CH2:7][N:6]2[N:9]=[C:10]([NH2:12])[CH:11]=[C:5]2[CH2:4]1)[CH3:2]. Reported procedure: In a 250 mL round-bottomed flask, 5-ethyl-2-nitro-4,5,6,7-tetrahydro -pyrazolo[1,5-a]pyrazine (427 mg, 2.17 mmol, Eq: 1.00) was combined with EtOH (50 ml) to give a light yellow suspension. The reaction mixture was vacuum flushed three times with argon then 10% Pd/C (115 mg, 1.08 mmol, Eq: 0.5) was added and the reaction mixture was stirred under hydrogen balloon overnight. The reaction was filtered through a pad of celite. The celite pad was washed with ethanol. The combined filtrate and washes...